This data is from the Open Reaction Database (ORD), a public repository of structured organic reaction records. The task is: describe an organic reaction: reactants, conditions, products, and yield Starting materials: [C@@H]1([C@@H](O)[C@H](O)[C@H](O1)CO)N1C(=O)N=C(N)C=C1 (1-β-D-arabinofuranosyl cytosine), C(C)(=O)OC(C)=O (acetic anhydride). Yields the product [C@@H]1([C@@H](O)[C@H](O)[C@H](O1)CO)N1C(=O)N=C(NC(C)=O)C=C1 (1-β-D-arabinofuranosyl-N4-acetyl cytosine). RXN SMILES: [C@@H:1]1([N:10]2[CH:17]=[CH:16][C:14]([NH2:15])=[N:13][C:11]2=[O:12])[O:7][C@H:6]([CH2:8][OH:9])[C@@H:4]([OH:5])[C@@H:2]1[OH:3].[C:18](OC(=O)C)(=[O:20])[CH3:19]>>[C@@H:1]1([N:10]2[CH:17]=[CH:16][C:14]([NH:15][C:18](=[O:20])[CH3:19])=[N:13][C:11]2=[O:12])[O:7][C@H:6]([CH2:8][OH:9])[C@@H:4]([OH:5])[C@@H:2]1[OH:3]. Procedure: introducing an acyl group at the N4 position of 1-β-D-arabinofuranosyl cytosine with an acylating agent, for example using acetic anhydride under conditions suitable for obtaining 1-β-D-arabinofuranosyl-N4-acetyl cytosine, Starting materials: C(=S)(Cl)Cl (thiophosgene), FC=1C=C(N)C=CC1 (3-fluoroaniline). Yields the product FC1=CC(=CC=C1)N=C=S (1-fluoro-3-isothiocyanatobenzene). RXN SMILES: [C:1](Cl)(Cl)=[S:2].[F:5][C:6]1[CH:7]=[C:8]([CH:10]=[CH:11][CH:12]=1)[NH2:9]>>[F:5][C:6]1[CH:12]=[CH:11][CH:10]=[C:8]([N:9]=[C:1]=[S:2])[CH:7]=1. Reported procedure: A solution of thiophosgene and 3-fluoroaniline were processed as described in Example 55A to provide the desired product.